Dataset: the Open Reaction Database (ORD), a public repository of structured organic reaction records. Task: describe an organic reaction: reactants, conditions, products, and yield The reactants are N1=CC(=CC=C1)CC(O)C1=CC=CC=C1 (2-(3-pyridyl)-1-phenylethanol), Cl (HCl). Solvent: C(C)(=O)O (acetic acid). The product is N1=CC(=CC=C1)C=CC1=CC=CC=C1 (β-(3-pyridyl)styrene). Isolated yield 71.5%. RXN SMILES: [N:1]1[CH:6]=[CH:5][CH:4]=[C:3]([CH2:7][CH:8]([C:10]2[CH:15]=[CH:14][CH:13]=[CH:12][CH:11]=2)O)[CH:2]=1.Cl>C(O)(=O)C>[N:1]1[CH:6]=[CH:5][CH:4]=[C:3]([CH:7]=[CH:8][C:10]2[CH:11]=[CH:12][CH:13]=[CH:14][CH:15]=2)[CH:2]=1. Procedure details: A mixture of crude 2-(3-pyridyl)-1-phenylethanol (20 g), glacial acetic acid (200 ml) and concentrated HCl (50 ml) is refluxed for 16 hours, then evaporated to dryness in vacuo. The oily hydrochloride is taken up in water, extracted with ether and methylene chloride, and then liberated with bicarbonate. Extraction (CH2Cl2) and drying (K2CO3) affords 13 g of β-(3-pyridyl)styrene. The reactants are O=C([O-])[O-], CNC1CCCCC1, ClC(Cl)Cl, CCOC(CN1CCN(S(=O)(=O)c2ccc3ncnc(Cl)c3c2)CC1)c1ccccc1, [K+], [K+]. Yields the product CCOC(CN1CCN(S(=O)(=O)c2ccc3ncnc(N(C)C4CCCCC4)c3c2)CC1)c1ccccc1. Reaction SMILES: [C:40](=[O:41])([O-:42])[O-:43].[CH3:32][NH:33][CH:34]1[CH2:35][CH2:36][CH2:37][CH2:38][CH2:39]1.[CH:46]([Cl:47])([Cl:48])[Cl:49].[Cl:1][c:2]1[n:3][cH:4][n:5][c:6]2[cH:7][cH:8][c:9]([S:12](=[O:13])(=[O:14])[N:15]3[CH2:16][CH2:17][N:18]([CH2:21][CH:22]([c:23]4[cH:24][cH:25][cH:26][cH:27][cH:28]4)[O:29][CH2:30][CH3:31])[CH2:19][CH2:20]3)[cH:10][c:11]12.[K+:44].[K+:45]>>[c:2]1([N:33]([CH3:32])[CH:34]2[CH2:35][CH2:36][CH2:37][CH2:38][CH2:39]2)[n:3][cH:4][n:5][c:6]2[cH:7][cH:8][c:9]([S:12](=[O:13])(=[O:14])[N:15]3[CH2:16][CH2:17][N:18]([CH2:21][CH:22]([c:23]4[cH:24][cH:25][cH:26][cH:27][cH:28]4)[O:29][CH2:30][CH3:31])[CH2:19][CH2:20]3)[cH:10][c:11]12. The reactants are C([O-])(O)=O.[Na+] (sodium bicarbonate), C(CCC)OC(=O)C=1N=C(C2=CC=C(C=C2C1O)OC1=CC2=C(N=C(O2)C)C=C1)O (1,4-dihydroxy-6-(2-methyl-benzooxazol-6-yloxy)-isoquinoline-3-carboxylic acid butyl ester), C(CCC)OC(=O)C=1N=C(C2=CC(=CC=C2C1O)OC1=CC2=C(N=C(O2)C)C=C1)O (1,4-dihydroxy-7-(2-methyl-benzooxazol-6-yloxy)-isoquinoline-3-carboxylic acid butyl ester), P(=O)(Cl)(Cl)Cl (phosphorus oxychloride). Reported procedure: A solution of the regiosomeric mixture of 1,4-dihydroxy-6-(2-methyl-benzooxazol-6-yloxy)-isoquinoline-3-carboxylic acid butyl ester and 1,4-dihydroxy-7-(2-methyl-benzooxazol-6-yloxy)-isoquinoline-3-carboxylic acid butyl ester synthesized as described above (2.5 g, 6.12 mmol), and phosphorus oxychloride (685 μL, 7.35 mmol) in dichloroethane (30 mL) was stirred at 120° C. in a CEM microwave apparatus for thirty minutes. The mixture was stirred at ambient temperature with a saturated sodium bicarbo... Run at temperature 120 celsius. Reaction SMILES: [CH2:1]([O:5][C:6]([C:8]1[N:9]=[C:10](O)[C:11]2[C:16]([C:17]=1[OH:18])=[CH:15][C:14]([O:19][C:20]1[CH:29]=[CH:28][C:23]3[N:24]=[C:25]([CH3:27])[O:26][C:22]=3[CH:21]=1)=[CH:13][CH:12]=2)=[O:7])[CH2:2][CH2:3][CH3:4].C(OC(C1N=C(O)C2C(C=1O)=CC=C(OC1C=CC3N=C(C)OC=3C=1)C=2)=O)CCC.P(Cl)(Cl)([Cl:63])=O.C(=O)(O)[O-].[Na+]>ClC(Cl)C>[CH2:1]([O:5][C:6]([C:8]1[N:9]=[C:10]([Cl:63])[C:11]2[C:16]([C:17]=1[OH:18])=[CH:15][C:14]([O:19][C:20]1[CH:29]=[CH:28][C:23]3[N:24]=[C:25]([CH3:27])[O:26][C:22]=3[CH:21]=1)=[CH:13][CH:12]=2)=[O:7])[CH2:2][CH2:3][CH3:4] |f:3.4|. Run in ClC(C)Cl (dichloroethane). Yields the product C(CCC)OC(=O)C=1N=C(C2=CC=C(C=C2C1O)OC1=CC2=C(N=C(O2)C)C=C1)Cl (1-Chloro-4-hydroxy-6-(2-methyl-benzooxazol-6-yloxy)-isoquinoline-3-carboxylic acid butyl ester). Reactants: diastereomer mixture, C(CCCCC)[C@@H](C(=O)O)C(CC(CCCCCCCCCCC)OC1OCCCC1)O (2-hexyl-3-hydroxy-(R)-5 [(tetrahydro-2H -pyran-2-yl)oxy]hexadecanoic acid), O.C1(=CC=C(C=C1)S(=O)(=O)O)C (toluene-4-sulphonic acid monohydrate). Run in C(C)O (ethanol). Conditions: time 1 hour. Product: C(CCCCC)[C@H]1C(OC(CC1O)CCCCCCCCCCC)=O (tetrahydro-3-hexyl-4-hydroxy-(R)-6-undecyl-2H-pyran-2-one). As a reaction SMILES: [CH2:1]([C@H:7]([CH:11]([OH:32])[CH2:12][CH:13](OC1CCCCO1)[CH2:14][CH2:15][CH2:16][CH2:17][CH2:18][CH2:19][CH2:20][CH2:21][CH2:22][CH2:23][CH3:24])[C:8](O)=[O:9])[CH2:2][CH2:3][CH2:4][CH2:5][CH3:6].[OH2:33].C1(C)C=CC(S(O)(=O)=O)=CC=1>C(O)C>[CH2:1]([C@@H:7]1[CH:11]([OH:32])[CH2:12][CH:13]([CH2:14][CH2:15][CH2:16][CH2:17][CH2:18][CH2:19][CH2:20][CH2:21][CH2:22][CH2:23][CH3:24])[O:33][C:8]1=[O:9])[CH2:2][CH2:3][CH2:4][CH2:5][CH3:6] |f:1.2|. Procedure: 15.4 g of a diastereomer mixture of 2-hexyl-3-hydroxy-(R)-5 [(tetrahydro-2H -pyran-2-yl)oxy]hexadecanoic acid are dissolved in 160 ml of ethanol and 800 mg of toluene-4-sulphonic acid monohydrate are added. The reaction mixture is heated to 55°-60° C. until the reaction has finished. The solvent is removed in vacuo and the residue is dissolved in 160 ml of dichloromethane. The solution is stirred at room temperature for 1 hour. The reaction mixture is evaporated. The material obtained is chromat... The reactants are F[B-](F)(F)F, CNC, CCN(C(C)C)C(C)C, Cl, Nc1ncc(-c2cnn(C3CNC(C(=O)O)C3)c2)cc1-c1nc2ccccc2s1, CN(C)C=O, CN(C)C(On1nnc2ccccc21)=[N+](C)C. Yields the product CN(C)C(=O)C1CC(n2cc(-c3cnc(N)c(-c4nc5ccccc5s4)c3)cn2)CN1. RXN SMILES: [B-:43]([F:44])([F:45])([F:46])[F:47].[CH3:31][NH:32][CH3:33].[CH:34]([N:35]([CH2:36][CH3:37])[CH:38]([CH3:39])[CH3:40])([CH3:41])[CH3:42].[ClH:30].[NH2:1][c:2]1[c:3](-[c:21]2[s:22][c:23]3[c:24]([n:25]2)[cH:26][cH:27][cH:28][cH:29]3)[cH:4][c:5](-[c:8]2[cH:9][n:10][n:11]([CH:13]3[CH2:14][CH:15]([C:18](=[O:19])[OH:20])[NH:16][CH2:17]3)[cH:12]2)[cH:6][n:7]1.[O:65]=[CH:66][N:67]([CH3:68])[CH3:69].[n:48]1([O:49][C:50]([N:51]([CH3:52])[CH3:53])=[N+:54]([CH3:55])[CH3:56])[c:57]2[cH:58][cH:59][cH:60][cH:61][c:62]2[n:63][n:64]1>>[NH2:1][c:2]1[c:3](-[c:21]2[s:22][c:23]3[c:24]([n:25]2)[cH:26][cH:27][cH:28][cH:29]3)[cH:4][c:5](-[c:8]2[cH:9][n:10][n:11]([CH:13]3[CH2:14][CH:15]([C:18](=[O:20])[N:32]([CH3:31])[CH3:33])[NH:16][CH2:17]3)[cH:12]2)[cH:6][n:7]1. The reactants are COc1ccc(C=O)cc1, COC(=O)c1cc(Cl)cn1N, CO. Product: COC(=O)c1cc(Cl)cn1N=Cc1ccc(OC)cc1. As a reaction SMILES: [CH3:12][O:13][c:14]1[cH:15][cH:16][c:17]([CH:18]=[O:19])[cH:20][cH:21]1.[CH3:1][O:2][C:3](=[O:4])[c:5]1[n:6]([NH2:11])[cH:7][c:8]([Cl:10])[cH:9]1.[CH3:22][OH:23]>>[CH3:1][O:2][C:3](=[O:4])[c:5]1[n:6]([N:11]=[CH:18][c:17]2[cH:16][cH:15][c:14]([O:13][CH3:12])[cH:21][cH:20]2)[cH:7][c:8]([Cl:10])[cH:9]1. The reactants are ClC=1NC2=C(N1)C=CC=C2 (2-Chlorobenzimidazole), C([O-])([O-])=O.[K+].[K+] (potassium carbonate), ClCC(=O)OCC (ethyl chloroacetate). The product is C(C)OC(=O)CN1C(=NC2=C1C=CC=C2)Cl (1-(ethoxycarbonylmethyl)-2-chlorobenzimidazole). As a reaction SMILES: [Cl:1][C:2]1[NH:3][C:4]2[CH:10]=[CH:9][CH:8]=[CH:7][C:5]=2[N:6]=1.C(=O)([O-])[O-].[K+].[K+].Cl[CH2:18][C:19]([O:21][CH2:22][CH3:23])=[O:20]>>[CH2:22]([O:21][C:19]([CH2:18][N:3]1[C:4]2[CH:10]=[CH:9][CH:8]=[CH:7][C:5]=2[N:6]=[C:2]1[Cl:1])=[O:20])[CH3:23] |f:1.2.3|. Reported procedure: 2-Chlorobenzimidazole was treated with potassium carbonate and ethyl chloroacetate to yield 1-(ethoxycarbonylmethyl)-2-chlorobenzimidazole. This compound (1 eq.) was combined with L-4-(N,N-dimethylcarbamyloxy)phenylalanine tert-butyl ester (1.1 eq., prepared as described in Method L) and 2 drops of acetonitrile in a sealed tube and the reaction was heated for two days at 120° C. and the resultant mixture purified by column chromatography (1:3 ethyl acetate/hexanes) to yield the title compound.